This data is from the Open Reaction Database (ORD), a public repository of structured organic reaction records. The task is: describe an organic reaction: reactants, conditions, products, and yield The reactants are [H-].[H-].[H-].[H-].[Li+].[Al+3] (LiAlH4), [H-] (hydride), C(C1=CC=CC=C1)OC1=C(C=C(C=C1)CCC(=O)N)OC (3-(4-benzyloxy-3-methoxy-phenyl)-propionamide), amine, O (H2O). Run at temperature 0 celsius. Procedure: A solution of 3-(4-benzyloxy-3-methoxy-phenyl)-propionamide (7.85 g, 27.53 mmol) in anhydrous THF (210 ml) was slowly added to a stirred, ice-cooled suspension of LiAlH4 (2.09 g, 55.07 mmol) in anhydrous THF (90 ml). Upon completion of the addition, the mixture was stirred at reflux for 1 h. After cooling to 0° C., H2O (15 ml) was added dropwise to decompose the excess of hydride, and the resulting suspension was then filtered. The residue after evaporation was partitioned between H2O (50 ml) an... As a reaction SMILES: [CH2:1]([O:8][C:9]1[CH:14]=[CH:13][C:12]([CH2:15][CH2:16][C:17]([NH2:19])=O)=[CH:11][C:10]=1[O:20][CH3:21])[C:2]1[CH:7]=[CH:6][CH:5]=[CH:4][CH:3]=1.[H-].[H-].[H-].[H-].[Li+].[Al+3].O.[H-]>C1COCC1>[CH2:1]([O:8][C:9]1[CH:14]=[CH:13][C:12]([CH2:15][CH2:16][CH2:17][NH2:19])=[CH:11][C:10]=1[O:20][CH3:21])[C:2]1[CH:7]=[CH:6][CH:5]=[CH:4][CH:3]=1 |f:1.2.3.4.5.6|. Solvent: C1CCOC1 (THF), C1CCOC1 (THF). Yields the product C(C1=CC=CC=C1)OC1=C(C=C(C=C1)CCCN)OC (3-(4-Benzyloxy-3-methoxy-phenyl)-propylamine). Reactants: OC(CNCc1ccccc1)c1cc(C(F)(F)F)nc2c(C(F)(F)F)cccc12, C=O, CO. Yields the product FC(F)(F)c1cc(C2CN(Cc3ccccc3)CO2)c2cccc(C(F)(F)F)c2n1. RXN SMILES: [CH2:1]([c:2]1[cH:3][cH:4][cH:5][cH:6][cH:7]1)[NH:8][CH2:9][CH:10]([OH:11])[c:12]1[cH:13][c:14]([C:26]([F:27])([F:28])[F:29])[n:15][c:16]2[c:17]([C:22]([F:23])([F:24])[F:25])[cH:18][cH:19][cH:20][c:21]12.[CH2:30]=[O:31].[CH3:32][OH:33]>>[CH2:1]([c:2]1[cH:3][cH:4][cH:5][cH:6][cH:7]1)[N:8]1[CH2:9][CH:10]([c:12]2[cH:13][c:14]([C:26]([F:27])([F:28])[F:29])[n:15][c:16]3[c:17]([C:22]([F:23])([F:24])[F:25])[cH:18][cH:19][cH:20][c:21]23)[O:11][CH2:30]1. Starting materials: CO (methanol), C(C1=CC=CC=C1)OC1=C(C=C(C(=O)NCCOC)C=C1C(=O)N1C(SCC1)=S)C(=O)N1C(SCC1)=S (4-benzyloxy-N-(2-methoxy-ethyl)-3,5-bis-(2-thioxo-thiazolidine-3-carbonyl)-benzamide), CN (methylamine). Solvent: ClCCl (dichloromethane), ClCCl (dichloromethane). Product: C(C1=CC=CC=C1)OC1=C(C=C(C(=O)NCCOC)C=C1C(=O)N1C(SCC1)=S)C(=O)NC (4-Benzyloxy-N1-(2-methoxy-ethyl)-N3-methyl-5-(2-thioxo-thiazolidine-3-carbonyl)-isophthalamide). As a reaction SMILES: [CH2:1]([O:8][C:9]1[C:21]([C:22]([N:24]2[CH2:28][CH2:27][S:26][C:25]2=[S:29])=[O:23])=[CH:20][C:12]([C:13]([NH:15][CH2:16][CH2:17][O:18][CH3:19])=[O:14])=[CH:11][C:10]=1[C:30]([N:32]1CCS[C:33]1=S)=[O:31])[C:2]1[CH:7]=[CH:6][CH:5]=[CH:4][CH:3]=1.CN.CO>ClCCl>[CH2:1]([O:8][C:9]1[C:21]([C:22]([N:24]2[CH2:28][CH2:27][S:26][C:25]2=[S:29])=[O:23])=[CH:20][C:12]([C:13]([NH:15][CH2:16][CH2:17][O:18][CH3:19])=[O:14])=[CH:11][C:10]=1[C:30]([NH:32][CH3:33])=[O:31])[C:2]1[CH:7]=[CH:6][CH:5]=[CH:4][CH:3]=1. Reported procedure: To a solution of compound 18A (2.1 g, 3.65 mmol) in dichloromethane (100 mL), a solution of 0.1 mL methylamine solution (40% wt in water, d=0.902) and 50 mL dichloromethane was added dropwise over 24 h. The reaction progress was monitored by TLC chromatography. When the reaction was judged complete, the reaction mixture was directly applied to a gradient flash silica column (1-5% methanol in dicholoromethane). The desired product was obtained as yellow, thick oil; yield 1.22 g, (69% based on com... Procedure details: Using an analogous procedure to that described in Example 1, 1-(4-pyridyl)piperidine-4-carbonyl chloride was reacted with (2RS,5SR)-2,5-dimethyl-1-(2-naphthylsulphonyl)piperazine to give (2RS,5SR)-2,5-dimethyl-1-(2-naphthylsulphanyl)-4-[1-(4-pyridyl)-piperidin-4-ylcarbonyl)piperazine in 13% yield; The reactants are N1=CC=C(C=C1)N1CCC(CC1)C(=O)Cl (1-(4-pyridyl)piperidine-4-carbonyl chloride), CC1N(CC(NC1)C)S(=O)(=O)C1=CC2=CC=CC=C2C=C1 ((2RS,5SR)-2,5-dimethyl-1-(2-naphthylsulphonyl)piperazine). The product is CC1N(CC(N(C1)C(=O)C1CCN(CC1)C1=CC=NC=C1)C)SC1=CC2=CC=CC=C2C=C1 ((2RS,5SR)-2,5-dimethyl-1-(2-naphthylsulphanyl)-4-[1-(4-pyridyl)-piperidin-4-ylcarbonyl)piperazine). Isolated yield 13.0%. RXN SMILES: [N:1]1[CH:6]=[CH:5][C:4]([N:7]2[CH2:12][CH2:11][CH:10]([C:13](Cl)=[O:14])[CH2:9][CH2:8]2)=[CH:3][CH:2]=1.[CH3:16][CH:17]1[CH2:22][NH:21][CH:20]([CH3:23])[CH2:19][N:18]1[S:24]([C:27]1[CH:36]=[CH:35][C:34]2[C:29](=[CH:30][CH:31]=[CH:32][CH:33]=2)[CH:28]=1)(=O)=O>>[CH3:16][CH:17]1[CH2:22][N:21]([C:13]([CH:10]2[CH2:11][CH2:12][N:7]([C:4]3[CH:5]=[CH:6][N:1]=[CH:2][CH:3]=3)[CH2:8][CH2:9]2)=[O:14])[CH:20]([CH3:23])[CH2:19][N:18]1[S:24][C:27]1[CH:36]=[CH:35][C:34]2[C:29](=[CH:30][CH:31]=[CH:32][CH:33]=2)[CH:28]=1. The reactants are CCOC(=O)Cc1ccc(OC)c(-c2ccc(C(F)(F)F)cc2COC(=O)N(CC)Cc2ccccc2)c1, CO, [Na+], [OH-]. Yields the product CCN(Cc1ccccc1)C(=O)OCc1cc(C(F)(F)F)ccc1-c1cc(CC(=O)O)ccc1OC. As a reaction SMILES: [CH2:1]([CH3:2])[O:3][C:4]([CH2:5][c:6]1[cH:7][c:8](-[c:14]2[c:15]([CH2:24][O:25][C:26]([N:27]([CH2:28][CH3:29])[CH2:30][c:31]3[cH:32][cH:33][cH:34][cH:35][cH:36]3)=[O:37])[cH:16][c:17]([C:20]([F:21])([F:22])[F:23])[cH:18][cH:19]2)[c:9]([O:12][CH3:13])[cH:10][cH:11]1)=[O:38].[CH3:41][OH:42].[Na+:40].[OH-:39]>>[O:3]=[C:4]([CH2:5][c:6]1[cH:7][c:8](-[c:14]2[c:15]([CH2:24][O:25][C:26]([N:27]([CH2:28][CH3:29])[CH2:30][c:31]3[cH:32][cH:33][cH:34][cH:35][cH:36]3)=[O:37])[cH:16][c:17]([C:20]([F:21])([F:22])[F:23])[cH:18][cH:19]2)[c:9]([O:12][CH3:13])[cH:10][cH:11]1)[OH:38].